From a dataset of the Open Reaction Database (ORD), a public repository of structured organic reaction records. describe an organic reaction: reactants, conditions, products, and yield Starting materials: O=C([O-])O, CC(=O)[O-], CCOC(C)=O, CO, Cl, [Na+], [Na+], CON, C1CCOC1, O=C1CCCc2cc(O)ccc21, COc1ccc2c(c1CC(O)CO)CCCC2=O. Product: CON=C1CCCc2c1ccc(OC)c2CC(O)CO. As a reaction SMILES: [C:40](=[O:41])([OH:42])[O-:43].[CH3:36][C:37](=[O:38])[O-:39].[CH3:45][CH2:46][O:47][C:48](=[O:49])[CH3:50].[CH3:56][OH:57].[ClH:31].[Na+:35].[Na+:44].[O:32]([CH3:33])[NH2:34].[O:51]1[CH2:52][CH2:53][CH2:54][CH2:55]1.[OH:19][c:20]1[cH:21][c:22]2[c:23]([cH:24][cH:25]1)[C:26](=[O:27])[CH2:28][CH2:29][CH2:30]2.[OH:1][CH:2]([CH2:3][c:4]1[c:5]2[c:10]([cH:11][cH:12][c:13]1[O:14][CH3:15])[C:9](=[O:16])[CH2:8][CH2:7][CH2:6]2)[CH2:17][OH:18]>>[OH:1][CH:2]([CH2:3][c:4]1[c:5]2[c:10]([cH:11][cH:12][c:13]1[O:14][CH3:15])[C:9](=[N:34][O:32][CH3:33])[CH2:8][CH2:7][CH2:6]2)[CH2:17][OH:18].